Dataset: the Open Reaction Database (ORD), a public repository of structured organic reaction records. Task: describe an organic reaction: reactants, conditions, products, and yield Reactants: CCOC(C)=O, CN(C)C=O, CCc1ccccc1N=C=S, Nc1ccccc1Cl. The product is CCc1ccccc1NC(=S)Nc1ccccc1Cl. As a reaction SMILES: [CH3:20][CH2:21][O:22][C:23](=[O:24])[CH3:25].[CH3:26][N:27]([CH3:28])[CH:29]=[O:30].[CH3:9][CH2:10][c:11]1[c:12]([N:17]=[C:18]=[S:19])[cH:13][cH:14][cH:15][cH:16]1.[Cl:1][c:2]1[c:3]([NH2:4])[cH:5][cH:6][cH:7][cH:8]1>>[Cl:1][c:2]1[c:3]([NH:4][C:18]([NH:17][c:12]2[c:11]([CH2:10][CH3:9])[cH:16][cH:15][cH:14][cH:13]2)=[S:19])[cH:5][cH:6][cH:7][cH:8]1. Reactants: C1(=CC=CC=C1)N1C(NCC1)=O (1-phenylimidazolidin-2-one), BrCCO[Si](C)(C)C(C)(C)C (t-butyldimethylsilyl 2-bromoethyl ether). Product: [Si](C)(C)(C(C)(C)C)OCCN1C(N(CC1)C1=CC=CC=C1)=O (1-[2-(t-butyldimethylsilyloxy)ethyl]-3-phenylimidazolidin-2-one). As a reaction SMILES: [C:1]1([N:7]2[CH2:11][CH2:10][NH:9][C:8]2=[O:12])[CH:6]=[CH:5][CH:4]=[CH:3][CH:2]=1.Br[CH2:14][CH2:15][O:16][Si:17]([C:20]([CH3:23])([CH3:22])[CH3:21])([CH3:19])[CH3:18]>>[Si:17]([O:16][CH2:15][CH2:14][N:9]1[CH2:10][CH2:11][N:7]([C:1]2[CH:2]=[CH:3][CH:4]=[CH:5][CH:6]=2)[C:8]1=[O:12])([C:20]([CH3:23])([CH3:22])[CH3:21])([CH3:19])[CH3:18]. Procedure: By using 1-phenylimidazolidin-2-one obtained by the method described in literature (J. Org. Chem., 1951, 16, 1829) and t-butyldimethylsilyl 2-bromoethyl ether obtained by the method of Example 92a, 1-[2-(t-butyldimethylsilyloxy)ethyl]-3-phenylimidazolidin-2-one was obtained as crude product by similar procedures to those of Example 151a. By using the resulting product, the title compound was obtained as colorless solid by similar procedures to those of Example 92b (yield: 75%). The reactants are FC1=CC=C(CN2C(CNCC2)=O)C=C1 (1-(4-fluorobenzyl)piperazin-2-one), C(C)OC=C(C(=O)OCC)C(=O)OCC (diethyl ethoxymethylenemalonate), C[Si](C)(C)[N-][Si](C)(C)C.[Li+] (lithium bis(trimethylsilyl)amide), C1CCOC1 (THF). Solvent: C1(=CC=CC=C1)C (toluene). Reaction conditions: temperature 80 celsius, time 8 hour. Product: FC1=CC=C(CN2C(C=3N(CC2)C=C(C3O)C(=O)OCC)=O)C=C1 (Ethyl 2-(4-fluorobenzyl)-8-hydroxy-1-oxo-1,2,3,4-tetrahydropyrrolo[1,2-a]-pyrazine-7-carboxylate). As a reaction SMILES: [F:1][C:2]1[CH:15]=[CH:14][C:5]([CH2:6][N:7]2[CH2:12][CH2:11][NH:10][CH2:9][C:8]2=[O:13])=[CH:4][CH:3]=1.C([O:18][CH:19]=[C:20]([C:26](OCC)=O)[C:21]([O:23][CH2:24][CH3:25])=[O:22])C.C[Si]([N-][Si](C)(C)C)(C)C.[Li+].C1COCC1>C1(C)C=CC=CC=1>[F:1][C:2]1[CH:15]=[CH:14][C:5]([CH2:6][N:7]2[CH2:12][CH2:11][N:10]3[CH:26]=[C:20]([C:21]([O:23][CH2:24][CH3:25])=[O:22])[C:19]([OH:18])=[C:9]3[C:8]2=[O:13])=[CH:4][CH:3]=1 |f:2.3|. Procedure: A mixture of 1-(4-fluorobenzyl)piperazin-2-one (10.0 g, 48.0 mmol) and diethyl ethoxymethylenemalonate (10.9 g, 50.4 mmol) in toluene (250 mL) was heated in a sealed tube at 80° C. for 4 hours. The resultant mixture was concentrated under vacuum. The residue was dissolved in anhydrous DMF (350 mL), cooled to 0° C. under an atmosphere of nitrogen, and treated with a solution of lithium bis(trimethylsilyl)amide in THF (1 M, 57.4 mL, 57.4 mmol). The reaction mixture was stirred at room temperature ... Starting materials: 10, C(#N)C1=C(C(=O)C(=C(C1=O)Cl)Cl)C#N (DDQ), O1CCC(CC1)=O (tetrahydro-4H-pyran-4-one), C(C1=CC=CC=C1)N (benzylamine), Na(Oac)3BH, C(#N)C1=C(C(=O)C(=C(C1=O)Cl)Cl)C#N (DDQ), C(#N)C1=C(C(=O)C(=C(C1=O)Cl)Cl)C#N (DDQ). Solvent: C(Cl)Cl (CH2Cl2), C1(=CC=CC=C1)C (toluene), ClCCCl (1,2-dichloroethane). Run at time 8 hour. Product: C(C1=CC=CC=C1)NC1CCOCC1 (4-benzylaminotetrahydro-2H-pyran). As a reaction SMILES: C([C:3]1[C:9](=O)[C:8](Cl)=[C:7](Cl)[C:5](=O)[C:4]=1[C:13]#[N:14])#N.[O:15]1[CH2:20][CH2:19][C:18](=O)[CH2:17][CH2:16]1.C(N)C1C=CC=CC=1>C1(C)C=CC=CC=1.ClCCCl.C(Cl)Cl>[CH2:13]([NH:14][CH:18]1[CH2:19][CH2:20][O:15][CH2:16][CH2:17]1)[C:4]1[CH:3]=[CH:9][CH:8]=[CH:7][CH:5]=1. Procedure: To a solution of 3-bromo-4-methoxytoluene (11 g, 54.7 mmol) in CH2Cl2 (100 ml) under N2, was added N-bromosuccinimide (10.7 g, 60.2 mmol) and AIBN (82 mg, 0.5 mmol). The resulting mixture was refluxed overnight then cooled in an ice-water bath. The solid that precipitated was removed by filtration. The filtrate was washed with water (×2), brine (×1), dried (Na2SO4), filtered and concentrated. After drying under vacuum, the product (16.4 g, 100%) was obtained as a white solid that was used withou...